describe an organic reaction: reactants, conditions, products, and yield From a dataset of the Open Reaction Database (ORD), a public repository of structured organic reaction records. Reactants: CC(C)CN, CCN(CC)CC(C)N1c2ccccc2Sc2ccc(C(N)=S)cc21, CCO. The product is CCN(CC)CC(C)N1c2ccccc2Sc2ccc(C(=S)NCC(C)C)cc21. Reaction SMILES: [CH2:1]([CH:2]([CH3:3])[CH3:4])[NH2:5].[CH2:6]([CH3:7])[N:8]([CH2:9][CH:10]([CH3:11])[N:12]1[c:13]2[cH:14][cH:15][cH:16][cH:17][c:18]2[S:19][c:20]2[cH:21][cH:22][c:23]([C:26]([NH2:27])=[S:28])[cH:24][c:25]21)[CH2:29][CH3:30].[CH3:31][CH2:32][OH:33]>>[CH2:1]([CH:2]([CH3:3])[CH3:4])[NH:27][C:26]([c:23]1[cH:22][cH:21][c:20]2[c:25]([cH:24]1)[N:12]([CH:10]([CH2:9][N:8]([CH2:6][CH3:7])[CH2:29][CH3:30])[CH3:11])[c:13]1[cH:14][cH:15][cH:16][cH:17][c:18]1[S:19]2)=[S:28]. Starting materials: C([O-])([O-])=O.[Cs+].[Cs+] (cesium carbonate), ClC=1C=C(C=CC1F)NC1=NC(=NC2=CC=C(C=C12)I)C=1C=NC=CC1 (N-(3-chloro-4-fluorophenyl)-6-iodo-2-(pyridin-3-yl)quinazolin-4-amine), O1CCN(CC1)CCO (2-morpholinoethanol), NC1=C(C2=CC=CC=C2C=C1)C1=C(C=CC2=CC=CC=C12)N (racemic-2,2′-diamino-1,1′-binaphthyl). Reagents/catalysts: [Cu]I (copper(I) iodide). Solvent: O (water). Run at temperature 110 celsius. Yields the product ClC=1C=C(C=CC1F)NC1=NC(=NC2=CC=C(C=C12)OCCN1CCOCC1)C=1C=NC=CC1 (N-(3-chloro-4-fluorophenyl)-6-(2-morpholinoethoxy)-2-(pyridin-3-yl)quinazolin-4-amine). As a reaction SMILES: [Cl:1][C:2]1[CH:3]=[C:4]([NH:9][C:10]2[C:19]3[C:14](=[CH:15][CH:16]=[C:17](I)[CH:18]=3)[N:13]=[C:12]([C:21]3[CH:22]=[N:23][CH:24]=[CH:25][CH:26]=3)[N:11]=2)[CH:5]=[CH:6][C:7]=1[F:8].[O:27]1[CH2:32][CH2:31][N:30]([CH2:33][CH2:34][OH:35])[CH2:29][CH2:28]1.NC1C=CC2C(=CC=CC=2)C=1C1C2C(=CC=CC=2)C=CC=1N.C(=O)([O-])[O-].[Cs+].[Cs+]>[Cu]I.O>[Cl:1][C:2]1[CH:3]=[C:4]([NH:9][C:10]2[C:19]3[C:14](=[CH:15][CH:16]=[C:17]([O:35][CH2:34][CH2:33][N:30]4[CH2:31][CH2:32][O:27][CH2:28][CH2:29]4)[CH:18]=3)[N:13]=[C:12]([C:21]3[CH:22]=[N:23][CH:24]=[CH:25][CH:26]=3)[N:11]=2)[CH:5]=[CH:6][C:7]=1[F:8] |f:3.4.5|. Procedure: A 2.5 dram reaction vial was charged with N-(3-chloro-4-fluorophenyl)-6-iodo-2-(pyridin-3-yl)quinazolin-4-amine (0.250 g, 0.524 mmol), 2-morpholinoethanol (1 ml, 8.17 mmol) as solvent, copper(I) iodide (0.020 g, 0.105 mmol), racemic-2,2′-diamino-1,1′-binaphthyl (0.030 g, 0.105 mmol), and cesium carbonate (0.513 g, 1.573 mmol). The reaction mixture was heated at 110° C. overnight. After cooling, water was added to the reaction mixture, and the resultant precipitate was collected by filtration. Th... Starting materials: N(=O)[O-].[Na+] (sodium nitrite), stannous chloride, ClC1=C(C(=CC(=C1)C(F)(F)F)Cl)NC1=CC=CC=C1 (2,6-Dichloro-4-trifluoromethylphenylaniline), N (ammonia). Solvent: S(O)(O)(=O)=O (sulphuric acid), Cl (hydrochloric acid), C(C)(=O)O (acetic acid). Product: ClC1=C(C(=CC(=C1)C(F)(F)F)Cl)NN (2,6-dichloro-4-trifluoromethylphenylhydrazine). Isolated yield 107.5%. As a reaction SMILES: [Cl:1][C:2]1[CH:7]=[C:6]([C:8]([F:11])([F:10])[F:9])[CH:5]=[C:4]([Cl:12])[C:3]=1[NH:13]C1C=CC=CC=1.[N:20]([O-])=O.[Na+].N>C(O)(=O)C.S(=O)(=O)(O)O.Cl>[Cl:1][C:2]1[CH:7]=[C:6]([C:8]([F:11])([F:10])[F:9])[CH:5]=[C:4]([Cl:12])[C:3]=1[NH:13][NH2:20] |f:1.2|. Procedure details: 2,6-Dichloro-4-trifluoromethylphenylaniline (4.3 g) was dissolved with stirring, in glacial acetic acid (23 ml). A solution of sodium nitrite (1.5 g) in concentrated sulphuric acid (11 ml) was then added at 55°-60° C. The solution thus obtained was cooled to 0°-5° C. and a solution of stannous chloride (16.4 g) in concentrated hydrochloric acid (14 ml) was added with vigorous stirring. A cream-colored solid precipitated. The mixture was filtered and the solid obtained was added to a mixture of a... Starting materials: Clc1cncnc1Cl, CC(C)(C)OC(=O)N1CCNCC1. Product: CC(C)(C)OC(=O)N1CCN(c2ncncc2Cl)CC1. As a reaction SMILES: [Cl:1][c:2]1[n:3][cH:4][n:5][cH:6][c:7]1[Cl:8].[N:9]1([C:15](=[O:16])[O:17][C:18]([CH3:19])([CH3:20])[CH3:21])[CH2:10][CH2:11][NH:12][CH2:13][CH2:14]1>>[c:2]1([N:12]2[CH2:11][CH2:10][N:9]([C:15](=[O:16])[O:17][C:18]([CH3:19])([CH3:20])[CH3:21])[CH2:14][CH2:13]2)[n:3][cH:4][n:5][cH:6][c:7]1[Cl:8]. Run in O (H2O), CCOC(=O)C (EtOAc). Yields the product FC1=CC=C(CN2C(=CC(=C2)C2=CC=CC=C2)C(C)=O)C=C1 (1-[1-(4-fluorobenzyl)-4-phenyl-1H-pyrrol-2-yl]ethanone). Reaction conditions: temperature 20 celsius. RXN SMILES: [F:1][C:2]1[CH:17]=[CH:16][C:5]([CH2:6][N:7]2[CH:11]=[C:10](I)[CH:9]=[C:8]2[C:13](=[O:15])[CH3:14])=[CH:4][CH:3]=1.[C:18]1(B(O)O)[CH:23]=[CH:22][CH:21]=[CH:20][CH:19]=1.[OH-].[Ba+2].[OH-].COCCOC>CCOC(C)=O.O>[F:1][C:2]1[CH:17]=[CH:16][C:5]([CH2:6][N:7]2[CH:11]=[C:10]([C:18]3[CH:23]=[CH:22][CH:21]=[CH:20][CH:19]=3)[CH:9]=[C:8]2[C:13](=[O:15])[CH3:14])=[CH:4][CH:3]=1 |f:2.3.4|. The reactants are FC1=CC=C(CN2C(=CC(=C2)I)C(C)=O)C=C1 (1-[1-(4-fluorobenzyl)-4-iodo-1H-pyrrol-2-yl]ethanone), C1(=CC=CC=C1)B(O)O (phenylboronic acid), tetrakis(triphenylphosphine)palladiumo, [OH-].[Ba+2].[OH-] (barium hydroxide), COCCOC (DME). Procedure details: To a 100 mL round bottomed flask with a stirring bar, reflux condenser and an argon inlet was added 1-[1-(4-fluorobenzyl)-4-iodo-1H-pyrrol-2-yl]ethanone AIII-1-1 (1.00 g, 2.91 mmol), phenylboronic acid (0.431 g, 3.54 mmol), tetrakis(triphenylphosphine)palladiumo (0.20 g, 0.17 mmol), barium hydroxide (1.37 g, 4.37 mmol), DME (40 mL), and H2O (5 mL). This well stirred mixture was heated at reflux 4 h. The reaction mixture was cooled to 20° C. and diluted with EtOAc. This solution was washed with H... Reactants: ClC1=CC=C(C=C1)C1=NC2=C(N1C(COCC1CCCCC1)C1CCCCC1)C=C(C(=C2)F)F (2-(4-Chloro-phenyl)-1-(1-cyclohexyl-2-cyclohexylmethoxy-ethyl)-5,6-difluoro-1H-benzoimidazole), ClC1=CC=C(C=C1)C1=NC2=C(N1C(COCC1CCCCC1)C1CCCCC1)C=C(C(=C2)F)F (2-(4-Chloro-phenyl)-1-(1-cyclohexyl-2-cyclohexylmethoxy-ethyl)-5,6-difluoro-1H-benzoimidazole), COC(C1=CC(=C(C(=C1)F)O)F)=O (3,5-difluoro-4-hydroxy-benzoic acid methyl ester), C1(=CC=CC=C1)P(C1=CC=CC=C1)C1=CC=CC=C1 (triphenylphosphine), N(=NC(=O)OC(C)(C)C)C(=O)OC(C)(C)C (di-tert-butyl azodicarboxylate). Product: COC(C1=CC(=C(C(=C1)F)OCC(C1CCCCCC1)N1C(=NC2=C1C=C(C(=C2)F)F)C2=CC=C(C=C2)Cl)F)=O (4-{2-[2-(4-Chloro-phenyl)-5,6-difluoro-benzoimidazol-1-yl]-2-cycloheptyl-ethoxy}-3,5-difluoro-benzoic acid methyl ester). As a reaction SMILES: [Cl:1][C:2]1[CH:7]=[CH:6][C:5]([C:8]2[N:12]([CH:13]([CH:23]3[CH2:28]C[CH2:26][CH2:25][CH2:24]3)[CH2:14]OCC3CCCCC3)[C:11]3[CH:29]=[C:30]([F:34])[C:31]([F:33])=[CH:32][C:10]=3[N:9]=2)=[CH:4][CH:3]=1.[CH3:35][O:36][C:37](=[O:47])[C:38]1[CH:43]=[C:42]([F:44])[C:41]([OH:45])=[C:40]([F:46])[CH:39]=1.[C:48]1(P(C2C=CC=CC=2)C2C=CC=CC=2)C=CC=C[CH:49]=1.N(C(OC(C)(C)C)=O)=NC(OC(C)(C)C)=O>>[CH3:35][O:36][C:37](=[O:47])[C:38]1[CH:39]=[C:40]([F:46])[C:41]([O:45][CH2:14][CH:13]([N:12]2[C:11]3[CH:29]=[C:30]([F:34])[C:31]([F:33])=[CH:32][C:10]=3[N:9]=[C:8]2[C:5]2[CH:4]=[CH:3][C:2]([Cl:1])=[CH:7][CH:6]=2)[CH:23]2[CH2:24][CH2:25][CH2:26][CH2:49][CH2:48][CH2:28]2)=[C:42]([F:44])[CH:43]=1. Reported procedure: The title compound was prepared in analogy to Example 4, intermediate, from 2-[2-(4-chloro-phenyl)-5,6-difluoro-benzoimidazol-1-yl]-2-cycloheptyl-ethanol (Example 1, intermediate c), 3,5-difluoro-4-hydroxy-benzoic acid methyl ester (commercially available), triphenylphosphine and di-tert-butyl azodicarboxylate. The compound was purified by silica gel chromatography using a MPLC system (CombiFlash Companion, Isco Inc.) eluting with a gradient of n-heptane:ethyl acetate (100:0 to 70:30). Colorless... Starting materials: C1=CC=CC=2OC3=CC=CC=C3N(C12)CCOC1=CC=C(C=C1)CC(C(=O)OC)OC1=CC=CC=C1 ((±) Methyl 3-[4-[2-(Phenoxazin-10-yl)ethoxy]phenyl]-2-phenoxypropanoate), [OH-].[Na+] (NaOH). Run in CO (methanol). Conditions: time 10 hour. The product is C1=CC=CC=2OC3=CC=CC=C3N(C12)CCOC1=CC=C(C=C1)CC(C(=O)O)OC1=CC=CC=C1 ((±) 3-[4-[2-(Phenoxazin-10-yl)ethoxy]phenyl]-2-phenoxypropanoic acid). Isolated yield 68.4%. RXN SMILES: [CH:1]1[C:14]2[N:13]([CH2:15][CH2:16][O:17][C:18]3[CH:23]=[CH:22][C:21]([CH2:24][CH:25]([O:30][C:31]4[CH:36]=[CH:35][CH:34]=[CH:33][CH:32]=4)[C:26]([O:28]C)=[O:27])=[CH:20][CH:19]=3)[C:12]3[C:7](=[CH:8][CH:9]=[CH:10][CH:11]=3)[O:6][C:5]=2[CH:4]=[CH:3][CH:2]=1.[OH-].[Na+]>CO>[CH:11]1[C:12]2[N:13]([CH2:15][CH2:16][O:17][C:18]3[CH:23]=[CH:22][C:21]([CH2:24][CH:25]([O:30][C:31]4[CH:32]=[CH:33][CH:34]=[CH:35][CH:36]=4)[C:26]([OH:28])=[O:27])=[CH:20][CH:19]=3)[C:14]3[C:5](=[CH:4][CH:3]=[CH:2][CH:1]=3)[O:6][C:7]=2[CH:8]=[CH:9][CH:10]=1 |f:1.2|. Procedure: To a solution of (±) methyl 3-[4-[2-(Phenoxazin-10-yl)ethoxy]phenyl]-2-phenoxypropanoate (300 mg, 0.6 mmol) obtained in example 34 in methanol (15 mL) was added 10% NaOH solution (5 mL). The reaction was stirred at room temperature for 10 h. Methanol was removed and the residue was acidified with 2N HCl, extracted with ethylacetated (3×10 mL). The organic layer was washed with water, brine, dried and concentrated. The residue was chromatographed using 30% ethylacetate:pet, ether to afford a thir...